Dataset: the Open Reaction Database (ORD), a public repository of structured organic reaction records. Task: describe an organic reaction: reactants, conditions, products, and yield Starting materials: ClC1=CC=C(C=C1)NC(=O)NCC1CNCCO1 (N-(4-Chlorophenyl)-N′-(morpholin-2-ylmethyl)urea), BrCC#N (bromoacetonitrile). Yields the product ClC1=CC=C(C=C1)NC(=O)NCC1CN(CCO1)CC#N (N-(4-Chlorophenyl)-N′-{[4-(cyanomethyl)morpholin-2-yl]methyl}urea). As a reaction SMILES: [Cl:1][C:2]1[CH:7]=[CH:6][C:5]([NH:8][C:9]([NH:11][CH2:12][CH:13]2[O:18][CH2:17][CH2:16][NH:15][CH2:14]2)=[O:10])=[CH:4][CH:3]=1.Br[CH2:20][C:21]#[N:22]>>[Cl:1][C:2]1[CH:7]=[CH:6][C:5]([NH:8][C:9]([NH:11][CH2:12][CH:13]2[O:18][CH2:17][CH2:16][N:15]([CH2:20][C:21]#[N:22])[CH2:14]2)=[O:10])=[CH:4][CH:3]=1. Procedure details: Example 46 was prepared in an analogous manner to Example 19 using a mixture of Intermediate 9 (0.01 g) and bromoacetonitrile (2.8 μl) to give the title compound (0.0039 g). Reactants: ClC=1C=C(C=CC1Cl)C1(CCCCC1)C(C)O (1-(1-(3,4-dichlorophenyl)cyclohexyl)ethanol), CC(=O)OI1(C=2C=CC=CC2C(=O)O1)(OC(=O)C)OC(=O)C (Dess-Martin periodinane). The solvent is C(Cl)Cl (CH2Cl2). Conditions: time 2 hour. The product is ClC=1C=C(C=CC1Cl)C1(CCCCC1)C(C)=O (1-(1-(3,4-dichlorophenyl)cyclohexyl)ethanone). Isolated yield 63.6%. Reaction SMILES: [Cl:1][C:2]1[CH:3]=[C:4]([C:9]2([CH:15]([OH:17])[CH3:16])[CH2:14][CH2:13][CH2:12][CH2:11][CH2:10]2)[CH:5]=[CH:6][C:7]=1[Cl:8].CC(OI1(OC(C)=O)(OC(C)=O)OC(=O)C2C=CC=CC1=2)=O>C(Cl)Cl>[Cl:1][C:2]1[CH:3]=[C:4]([C:9]2([C:15](=[O:17])[CH3:16])[CH2:14][CH2:13][CH2:12][CH2:11][CH2:10]2)[CH:5]=[CH:6][C:7]=1[Cl:8]. Procedure details: To a solution of crude 1-(1-(3,4-dichlorophenyl)cyclohexyl)ethanol (494 mg, 1.81 mmol) in CH2Cl2 (18 mL) was added Dess-Martin periodinane (997 mg, 2.35 mmol). The resulting suspension was stirred at RT for 2 h and was then concentrated. The crude ketone was purified by silica gel column chromatography with an EtOAc/hexane gradient (product Rf=0.6 in 10% EtOAc/hexanes) to give 1-(1-(3,4-dichlorophenyl)cyclohexyl)ethanone (312 mg, 67%) as an orange oil. HPLC Rt=11.61 min; 1H NMR (400 mHz, CDCl3) ... The reactants are [Al+3], C1CCOC1, Cc1ccc(Nc2cc(N(C)C)nc(NC(=O)Cc3ccccc3)n2)cc1, [H-], [H-], [H-], [H-], [Li+]. The product is Cc1ccc(Nc2cc(N(C)C)nc(NCCc3ccccc3)n2)cc1. RXN SMILES: [Al+3:29].[CH2:34]1[O:35][CH2:36][CH2:37][CH2:38]1.[CH3:1][N:2]([c:3]1[n:4][c:5]([NH:17][C:18]([CH2:19][c:20]2[cH:21][cH:22][cH:23][cH:24][cH:25]2)=[O:26])[n:6][c:7]([NH:9][c:10]2[cH:11][cH:12][c:13]([CH3:16])[cH:14][cH:15]2)[cH:8]1)[CH3:27].[H-:28].[H-:31].[H-:32].[H-:33].[Li+:30]>>[CH3:1][N:2]([c:3]1[n:4][c:5]([NH:17][CH2:18][CH2:19][c:20]2[cH:21][cH:22][cH:23][cH:24][cH:25]2)[n:6][c:7]([NH:9][c:10]2[cH:11][cH:12][c:13]([CH3:16])[cH:14][cH:15]2)[cH:8]1)[CH3:27]. Reactants: C([O-])(O)=O.[Na+] (sodium bicarbonate), C(C1=CC=CC=C1)(C1=CC=CC=C1)(C1=CC=CC=C1)NC=1SC=C(N1)/C(/C(=O)NC1[C@@H]2N(C(=C(CS2)\C=C/C2=C(N=NS2)C)C(=O)OC(C2=CC=CC=C2)C2=CC=CC=C2)C1=O)=N/OC(C1=CC=CC=C1)(C1=CC=CC=C1)C1=CC=CC=C1 (Benzhydryl 7-[(Z)-2-(2-tritylaminothiazol-4-yl)-2-trityloxyiminoacetamido]-3-[(Z)-2-(4-methyl-1,2,3-thiadiazol-5-yl)vinyl]-3-cephem-4-carboxylate), C(=O)O (formic acid), Cl (hydrochloric acid). Conditions: time 1 hour. Product: NC=1SC=C(N1)/C(/C(=O)NC1[C@@H]2N(C(=C(CS2)\C=C/C2=C(N=NS2)C)C(=O)[O-])C1=O)=N/O.[Na+] (sodium 7-[(Z)-2-(2-aminothiazol-4-yl)-2-hydroxyiminoacetamido]-3-[(Z)-2-(4-methyl-1,2,3-thiadiazol-5-yl)vinyl]-3-cephem-4-carboxylate). Reaction SMILES: C([NH:20][C:21]1[S:22][CH:23]=[C:24](/[C:26](=[N:63]/[O:64]C(C2C=CC=CC=2)(C2C=CC=CC=2)C2C=CC=CC=2)/[C:27]([NH:29][CH:30]2[C:61](=[O:62])[N:32]3[C:33]([C:45]([O:47]C(C4C=CC=CC=4)C4C=CC=CC=4)=[O:46])=[C:34](/[CH:37]=[CH:38]\[C:39]4[S:43][N:42]=[N:41][C:40]=4[CH3:44])[CH2:35][S:36][C@H:31]23)=[O:28])[N:25]=1)(C1C=CC=CC=1)(C1C=CC=CC=1)C1C=CC=CC=1.C(O)=O.Cl.C(=O)(O)[O-].[Na+:92]>>[NH2:20][C:21]1[S:22][CH:23]=[C:24](/[C:26](=[N:63]/[OH:64])/[C:27]([NH:29][CH:30]2[C:61](=[O:62])[N:32]3[C:33]([C:45]([O-:47])=[O:46])=[C:34](/[CH:37]=[CH:38]\[C:39]4[S:43][N:42]=[N:41][C:40]=4[CH3:44])[CH2:35][S:36][C@H:31]23)=[O:28])[N:25]=1.[Na+:92] |f:3.4,5.6|. Reported procedure: Benzhydryl 7-[(Z)-2-(2-tritylaminothiazol-4-yl)-2-trityloxyiminoacetamido]-3-[(Z)-2-(4-methyl-1,2,3-thiadiazol-5-yl)vinyl]-3-cephem-4-carboxylate (1.38 g, 1.2 mmol) was stirred at room temperature for 1 hour by addition of formic acid (14 ml). Concentrated hydrochloric acid (0.11 ml) was added to the reaction solution and the mixture was stirred at room temperature for 1 hour. The reaction solution was concentrated under reduced pressure and the residue was cleansed with ether thereby a yellow p... Solvent: O (water), C(C)O (ethanol). The reactants are Cl.FC1=C(C=CC=C1)NN (2-fluorophenylhydrazine hydrochloride), Cl (hydrochloric acid), C(C)OC(=O)C#CC(=O)OCC (diethylacetylene dicarboxylate), C([O-])([O-])=O.[K+].[K+] (potassium carbonate). Conditions: time 2 hour. As a reaction SMILES: [ClH:1].[F:2][C:3]1[CH:8]=[CH:7][CH:6]=[CH:5][C:4]=1[NH:9][NH2:10].[CH2:11]([O:13][C:14]([C:16]#[C:17][C:18](OCC)=O)=[O:15])[CH3:12].C(=O)([O-])[O-].[K+].[K+].Cl>O.C(O)C>[CH2:11]([O:13][C:14]([C:16]1[CH:17]=[C:18]([Cl:1])[N:9]([C:4]2[CH:5]=[CH:6][CH:7]=[CH:8][C:3]=2[F:2])[N:10]=1)=[O:15])[CH3:12] |f:0.1,3.4.5|. Yields the product C(C)OC(=O)C1=NN(C(=C1)Cl)C1=C(C=CC=C1)F (5-Chloro-1-(2-fluoro-phenyl)-1H-pyrazole-3-carboxylic acid ethyl ester). Procedure details: In a flask were 2-fluorophenylhydrazine hydrochloride (12.2 g, 75 mmol), diethylacetylene dicarboxylate (12.8 g, 75 mmol), potassium carbonate (20.7 g, 150 mmol), and ethanol (200 ml) placed and the resulting slurry heated at reflux for 5 hours. The mixture was cooled to room temp, diluted with water (400 ml) and acidified carefully with 2M hydrochloric acid. The mixture was stirred for 2 h then the resulting suspended solid collected by filtration, washed with water (3×50 ml) and dried in vacuo... Isolated yield 56.6%. Reactants: C(C1=CC=CC=C1)O[C@@H]1CN[C@@H]([C@H]1OCC1=CC=CC=C1)COCC1=CC=CC=C1 (2,3,5-Tri-O-benzyl-1,4-dideoxy-1,4-imino-D-arabinitol), OC1C(NCC1O)CO (3,4-dihydroxy-2-hydroxymethylpyrrolidine), C(=O)([O-])[C@@H](O)[C@H](O)C(=O)[O-] (D-tartrate), (2R,3R,4R)-3,4-dihydroxy-2-hydroxymethyl-pyrrolidine,acetate. The reagents and catalysts are [Pd] (Pd/C). Run in CO (methanol), C(C)(=O)O (acetic acid). Product: O[C@@H]1[C@H](NC[C@H]1O)CO ((2R,3R,4R)-3,4-dihydroxy-2-hydroxymethylpyrrolidine), C(=O)([O-])[C@@H](O)[C@H](O)C(=O)[O-] (D-tartrate). RXN SMILES: [OH:1][CH:2]1[CH:6]([OH:7])[CH2:5][NH:4][CH:3]1[CH2:8][OH:9].[C:10]([C@H:13]([C@@H:15]([C:17]([O-:19])=[O:18])[OH:16])[OH:14])([O-:12])=[O:11].C(O[C@H]1[C@H](OCC2C=CC=CC=2)[C@@H](COCC2C=CC=CC=2)NC1)C1C=CC=CC=1>C(O)(=O)C.CO.[Pd]>[OH:1][C@H:2]1[C@H:6]([OH:7])[CH2:5][NH:4][C@@H:3]1[CH2:8][OH:9].[C:10]([C@H:13]([C@@H:15]([C:17]([O-:19])=[O:18])[OH:16])[OH:14])([O-:12])=[O:11]. Procedure: A more direct way to synthesise 3,4-dihydroxy-2-hydroxymethylpyrrolidine, D-tartrate is by reduring 2,3,5-Tri-O-benzyl-1,4-dideoxy-1,4-imino-D-arabinitol with Pd/C in glacial acetic acid. The formed, oily (2R,3R,4R)-3,4-dihydroxy-2-hydroxymethyl-pyrrolidine,acetate is dissolved in methanol and added to a solution containing D-tartraric acid at reflux and (2R,3R,4R)-3,4-dihydroxy-2-hydroxymethylpyrrolidine, D-tartrate is formed and can be isolated by filtration. Ion exchange chromatography is the...